Dataset: the Open Reaction Database (ORD), a public repository of structured organic reaction records. Task: describe an organic reaction: reactants, conditions, products, and yield Starting materials: OC1(CC(CC(C1)(C)C)(C)C)C (1-hydroxy-1,3,3,5,5-pentamethylcyclohexane), [C-]#N.[Na+] (sodium cyanide), C(C)(=O)O (acetic acid), S(O)(O)(=O)=O (sulfuric acid). The solvent is ice water, O (water), CCOCC (ether), [OH-].[Na+] (sodium hydroxide). Run at time 17 hour. Product: CC1(CC(CC(C1)(C)N)(C)C)C (Neramexane). The yield is 66.2%. Reaction SMILES: O[C:2]1([CH3:12])[CH2:7][C:6]([CH3:9])([CH3:8])[CH2:5][C:4]([CH3:11])([CH3:10])[CH2:3]1.[C-]#[N:14].[Na+].C(O)(=O)C.S(=O)(=O)(O)O>O.CCOCC.[OH-].[Na+]>[CH3:8][C:6]1([CH3:9])[CH2:7][C:2]([NH2:14])([CH3:12])[CH2:3][C:4]([CH3:11])([CH3:10])[CH2:5]1 |f:1.2,7.8|. Procedure: To a vigorously stirred solution of 1-hydroxy-1,3,3,5,5-pentamethylcyclohexane (3.4 g; 20 mmol) and sodium cyanide (1.96 g; 40 mmol; 2 eq.) and 5 ml acetic acid, 95% sulfuric acid (5.3 ml; 100 mmol; 5.15 eq) are added during 1 hour keeping the temperature at 10° C. for 30 min, and then allowing the mixture to reach ambient temperature. After stirring at ambient temperature for 17 hours, the mixture is diluted with 20 ml ice water. Subsequently, the mixture is refluxed with stirring for 10 hours,... Reactants: C(C(=O)O)(=O)O (oxalic acid), C(CC)N (N-propylamine), C1COC2(CCC(CC2)=O)O1 (1,4-cyclohexanedione monoethylene ketal). Reagents/catalysts: [Pd] (Pd/C). The solvent is CO (MeOH), C(C)O (ethanol), C(C)(C)O (isopropanol). Conditions: time 30 minute. Product: C(C(=O)O)(=O)O.C1COC2(CCC(CC2)NCCC)O1 (4-n-propylaminocyclohexanone ethylene ketal oxalate). RXN SMILES: [CH2:1]([NH2:4])[CH2:2][CH3:3].[CH2:5]1[O:15][C:8]2([CH2:13][CH2:12][C:11](=O)[CH2:10][CH2:9]2)[O:7][CH2:6]1.[C:16]([OH:21])(=[O:20])[C:17]([OH:19])=[O:18]>C(O)C.C(O)(C)C.CO.[Pd]>[C:16]([OH:21])(=[O:20])[C:17]([OH:19])=[O:18].[CH2:5]1[O:15][C:8]2([CH2:13][CH2:12][CH:11]([NH:4][CH2:1][CH2:2][CH3:3])[CH2:10][CH2:9]2)[O:7][CH2:6]1 |f:7.8|. Procedure details: N-propylamine (88.5 g, 123 mL, 1.5 mol) is added to a solution of 1,4-cyclohexanedione monoethylene ketal (156 g, 1 mol) in ethanol (780 mL). 5% Pd/C (50% water) is added to the mixture. The mixture is hydrogenated at 3 bar for several hours. Once the reaction has ended, the solvent is eliminated and the residue is dissolved in isopropanol (1.560 mL). A solution of oxalic acid (132 g, 1.5 mol) in MeOH (200 mL) is added dropwise to this solution. The suspension is stirred for 30 minutes and filte... The product is O=C1N(c2cc(Cl)cc(Cl)c2)C(=O)C2(Cc3ccc(-c4ccccc4CCl)cc3)CCCCN12. The reactants are ClCCl, O=C1N(c2cc(Cl)cc(Cl)c2)C(=O)C2(Cc3ccc(-c4ccccc4CO)cc3)CCCCN12, O=S(Cl)Cl. As a reaction SMILES: [Cl:39][CH2:40][Cl:41].[OH:1][CH2:2][c:3]1[c:4](-[c:9]2[cH:10][cH:11][c:12]([CH2:13][C:14]34[CH2:15][CH2:16][CH2:17][CH2:18][N:19]3[C:20](=[O:32])[N:21]([c:24]3[cH:25][c:26]([Cl:31])[cH:27][c:28]([Cl:30])[cH:29]3)[C:22]4=[O:23])[cH:33][cH:34]2)[cH:5][cH:6][cH:7][cH:8]1.[S:35]([Cl:36])([Cl:37])=[O:38]>>[CH2:2]([c:3]1[c:4](-[c:9]2[cH:10][cH:11][c:12]([CH2:13][C:14]34[CH2:15][CH2:16][CH2:17][CH2:18][N:19]3[C:20](=[O:32])[N:21]([c:24]3[cH:25][c:26]([Cl:31])[cH:27][c:28]([Cl:30])[cH:29]3)[C:22]4=[O:23])[cH:33][cH:34]2)[cH:5][cH:6][cH:7][cH:8]1)[Cl:37]. Yields the product C(CCCCCCCCCCC)C1=CC=C(C(C=O)=C1)O (5-dodecyl salicylaldehyde). Yield: 65.0%. Conditions: temperature 45 celsius, time 45 minute. The solvent is C1(=CC=CC=C1)C (toluene), CO (methanol), C1(=CC=CC=C1)C (toluene), CO (methanol). Reaction SMILES: [Mg].C[O-].[Mg+2].C[O-].[CH2:7]([C:19]1[CH:24]=[CH:23][C:22]([OH:25])=[CH:21][CH:20]=1)[CH2:8][CH2:9][CH2:10][CH2:11][CH2:12][CH2:13][CH2:14][CH2:15][CH2:16][CH2:17][CH3:18].[C:26](O)(=[O:28])C>CO.C1(C)C=CC=CC=1>[CH2:7]([C:19]1[CH:20]=[C:21]([CH:26]=[O:28])[C:22]([OH:25])=[CH:23][CH:24]=1)[CH2:8][CH2:9][CH2:10][CH2:11][CH2:12][CH2:13][CH2:14][CH2:15][CH2:16][CH2:17][CH3:18] |f:1.2.3|. Procedure: A 2 liter round-bottomed flask was charged with magnesium turnings (12.2 g, 0.50 mole), methanol (133 ml), toluene (60 ml), and magnesium methoxide solution (10 ml of an 8% w/w solution of magnesium methoxide in methanol). The reaction mixture was heated to 45° C. at which point the magnesium dissolution became vigorous. The temperature of the reaction mixture was maintained between 45° and 55° C. Para-dodecyl phenol (128.0 g, 0.50 mol) dissolved in toluene (125 ml) was added in one portion to t... Starting materials: C(C)(=O)O (acetic acid), [Mg] (magnesium), C(CCCCCCCCCCC)C1=CC=C(C=C1)O (Para-dodecyl phenol), [Mg] (magnesium), C[O-].[Mg+2].C[O-] (magnesium methoxide), C[O-].[Mg+2].C[O-] (magnesium methoxide). Starting materials: [Br-], Br, O=N[O-], CCOC(=O)c1sc(N)nc1C(F)(F)F, [Na+], O, O=[N+]([O-])O, O=P(O)(O)O. The product is CCOC(=O)c1sc(Br)nc1C(F)(F)F. As a reaction SMILES: [Br-:29].[BrH:30].[N:25]([O-:26])=[O:27].[NH2:1][c:2]1[s:3][c:4]([C:11](=[O:12])[O:13][CH2:14][CH3:15])[c:5]([C:7]([F:8])([F:9])[F:10])[n:6]1.[Na+:28].[OH2:31].[OH:21][N+:22](=[O:23])[O-:24].[P:16](=[O:17])([OH:18])([OH:19])[OH:20]>>[c:2]1([Br:29])[s:3][c:4]([C:11](=[O:12])[O:13][CH2:14][CH3:15])[c:5]([C:7]([F:8])([F:9])[F:10])[n:6]1. The reactants are IC1=CC=C(C(=O)OC)C=C1 (methyl 4-iodobenzoate), BrC1=CC=C(C=C1)B(O)O (4-bromophenylboronic acid), C(C)O (ethanol), C(=O)([O-])[O-].[Na+].[Na+] (Na2CO3). Reagents/catalysts: C=1C=CC(=CC1)[P](C=2C=CC=CC2)(C=3C=CC=CC3)[Pd]([P](C=4C=CC=CC4)(C=5C=CC=CC5)C=6C=CC=CC6)([P](C=7C=CC=CC7)(C=8C=CC=CC8)C=9C=CC=CC9)[P](C=1C=CC=CC1)(C=1C=CC=CC1)C=1C=CC=CC1 (Pd(PPh3)4). The solvent is C1(=CC=CC=C1)C (toluene), C(C)(=O)OCC (ethyl acetate). Reaction conditions: temperature 80 celsius. Product: COC(=O)C1=CC=C(C=C1)C1=CC=C(C=C1)Br (4′-Bromo-biphenyl-4-carboxylic acid methyl ester). Reaction SMILES: I[C:2]1[CH:11]=[CH:10][C:5]([C:6]([O:8][CH3:9])=[O:7])=[CH:4][CH:3]=1.[Br:12][C:13]1[CH:18]=[CH:17][C:16](B(O)O)=[CH:15][CH:14]=1.C(O)C.C([O-])([O-])=O.[Na+].[Na+]>C1(C)C=CC=CC=1.C(OCC)(=O)C.C1C=CC([P]([Pd]([P](C2C=CC=CC=2)(C2C=CC=CC=2)C2C=CC=CC=2)([P](C2C=CC=CC=2)(C2C=CC=CC=2)C2C=CC=CC=2)[P](C2C=CC=CC=2)(C2C=CC=CC=2)C2C=CC=CC=2)(C2C=CC=CC=2)C2C=CC=CC=2)=CC=1>[CH3:9][O:8][C:6]([C:5]1[CH:10]=[CH:11][C:2]([C:16]2[CH:17]=[CH:18][C:13]([Br:12])=[CH:14][CH:15]=2)=[CH:3][CH:4]=1)=[O:7] |f:3.4.5,^1:47,49,68,87|. Procedure: A mixture of methyl 4-iodobenzoate, 9.38 g (35.8 mmol), 4-bromophenylboronic acid 7.18 g (35.8 mmol), Pd(PPh3)4, 2.07 g (1.79 mmol), in 180 mL of toluene and 100 mL of ethanol was heated to obtain a clear solution. To the solution was added 30 mL of 4.0M aq. Na2CO3. The reaction mixture refluxed for 4 h at 80° C. The mixture was cooled to room temperature and diluted with 300 mL ethyl acetate. The organic layer was washed with 2×300 mL portions of water, 2×300 mL portions of sat. aq. NaCl, and d...